From a dataset of the Open Reaction Database (ORD), a public repository of structured organic reaction records. describe an organic reaction: reactants, conditions, products, and yield The reactants are BrCC(=O)C1=CC=C(C=C1)F (2-Bromo-1-(4-fluoro-phenyl)-ethanone), C(=O)[O-].[NH4+] (ammonium formate). The solvent is C(=O)O (formic acid). Product: FC1=CC=C(C=C1)C=1N=COC1 (4-(4-Fluoro-phenyl)-oxazole). Isolated yield 21.6%. Reaction SMILES: Br[CH2:2][C:3]([C:5]1[CH:10]=[CH:9][C:8]([F:11])=[CH:7][CH:6]=1)=O.[CH:12]([O-:14])=O.[NH4+:15]>C(O)=O>[F:11][C:8]1[CH:9]=[CH:10][C:5]([C:3]2[N:15]=[CH:12][O:14][CH:2]=2)=[CH:6][CH:7]=1 |f:1.2|. Reported procedure: 2-Bromo-1-(4-fluoro-phenyl)-ethanone (10 grams, 46 mmol), ammonium formate (11 grams, 175 mmol) and formic acid (60 mL) were added to a flask. The mixture was heated to reflux for 3.5 hours. The reaction was then cooled and quenched with 200 mL water. The pH was adjusted to 8 with 50% aqueous sodium hydroxide, and the aqueous layer was extracted with methylene chloride (3×200 mL). The combined organic extracts were dried over sodium sulfate, and concentrated under vacuum. The crude, red solid ob... Reactants: C1(CC1)N(C1CCNCC1)CC=1C=C(C(=O)NC=2SC3=C(C2C(=O)NC2=CC=C(C=C2)N(CC)CC)CCCC3)C=CC1 (2-[(3-{[cyclopropyl(piperidin-4-yl)amino]methyl}benzoyl)amino]-N-[4-(diethylamino)phenyl]-4,5,6,7-tetrahydro-1-benzothiophene-3-carboxamide), BrCC(=O)OCC (ethyl bromoacetate). Yields the product C(C)OC(CN1CCC(CC1)N(CC1=CC(=CC=C1)C(NC=1SC2=C(C1C(NC1=CC=C(C=C1)N(CC)CC)=O)CCCC2)=O)C2CC2)=O (ethyl[4-(cyclopropyl {3-[(3-{[4-(diethylamino)phenyl]carbamoyl}-4,5,6,7-tetrahydro-1-benzothiophen-2-yl)carbamoyl]benzyl}amino)piperidin-1-yl]acetate). The yield is 79.7%. RXN SMILES: [CH:1]1([N:4]([CH2:11][C:12]2[CH:13]=[C:14]([CH:41]=[CH:42][CH:43]=2)[C:15]([NH:17][C:18]2[S:19][C:20]3[CH2:40][CH2:39][CH2:38][CH2:37][C:21]=3[C:22]=2[C:23]([NH:25][C:26]2[CH:31]=[CH:30][C:29]([N:32]([CH2:35][CH3:36])[CH2:33][CH3:34])=[CH:28][CH:27]=2)=[O:24])=[O:16])[CH:5]2[CH2:10][CH2:9][NH:8][CH2:7][CH2:6]2)[CH2:3][CH2:2]1.Br[CH2:45][C:46]([O:48][CH2:49][CH3:50])=[O:47]>>[CH2:49]([O:48][C:46](=[O:47])[CH2:45][N:8]1[CH2:7][CH2:6][CH:5]([N:4]([CH:1]2[CH2:3][CH2:2]2)[CH2:11][C:12]2[CH:43]=[CH:42][CH:41]=[C:14]([C:15](=[O:16])[NH:17][C:18]3[S:19][C:20]4[CH2:40][CH2:39][CH2:38][CH2:37][C:21]=4[C:22]=3[C:23](=[O:24])[NH:25][C:26]3[CH:27]=[CH:28][C:29]([N:32]([CH2:35][CH3:36])[CH2:33][CH3:34])=[CH:30][CH:31]=3)[CH:13]=2)[CH2:10][CH2:9]1)[CH3:50]. Procedure: By using 340 mg of 2-[(3-{[cyclopropyl(piperidin-4-yl)amino]methyl}benzoyl)amino]-N-[4-(diethylamino)phenyl]-4,5,6,7-tetrahydro-1-benzothiophene-3-carboxamide and 99 mg of ethyl bromoacetate, a reaction was performed under the conditions similar to Preparation Example 30, thereby obtaining 310 mg of ethyl[4-(cyclopropyl {3-[(3-{[4-(diethylamino)phenyl]carbamoyl}-4,5,6,7-tetrahydro-1-benzothiophen-2-yl)carbamoyl]benzyl}amino)piperidin-1-yl]acetate.